Dataset: the Open Reaction Database (ORD), a public repository of structured organic reaction records. Task: describe an organic reaction: reactants, conditions, products, and yield Starting materials: ClC=1C=C(C=O)C=CC1C (3-chloro-4-methylbenzaldehyde), Cl.NO (hydroxylamine hydrochloride). Run in CO (methanol), O (water), C(C)(=O)OCC (ethyl acetate). Run at time 2 hour. Yields the product ClC=1C=C(C=NO)C=CC1C (3-chloro-4-methylbenzaldoxime). The yield is 93.0%. RXN SMILES: [Cl:1][C:2]1[CH:3]=[C:4]([CH:7]=[CH:8][C:9]=1[CH3:10])[CH:5]=O.Cl.[NH2:12][OH:13]>CO.O.C(OCC)(=O)C>[Cl:1][C:2]1[CH:3]=[C:4]([CH:7]=[CH:8][C:9]=1[CH3:10])[CH:5]=[N:12][OH:13] |f:1.2|. Procedure details: In a solution of 5.0 g of 3-chloro-4-methylbenzaldehyde in 40 mL of methanol and 30 mL of water, 4.7 g of hydroxylamine hydrochloride was added, and stirred at room temperature for 2 hours. After the completion of the reaction, the reaction mixture was diluted with 70 mL of ethyl acetate, washed with water (30 mL×1), and then dehydrated with and dried over saturated sodium chloride and anhydrous sodium sulfate in that order, and the solvent was distilled off under reduced pressure to obtain 5.1 ... The reactants are C#CCC1(O[Si](C)(C)C)CCCCC1, CCCC[SnH](CCCC)CCCC, CC(C)(C#N)N=NC(C)(C)C#N. The product is CCCC[Sn](CC=CC1(O[Si](C)(C)C)CCCCC1)(CCCC)CCCC. As a reaction SMILES: [CH2:1]([C:2]#[CH:3])[C:4]1([O:10][Si:11]([CH3:12])([CH3:13])[CH3:14])[CH2:5][CH2:6][CH2:7][CH2:8][CH2:9]1.[CH2:27]([CH2:28][CH2:29][CH3:30])[SnH:31]([CH2:32][CH2:33][CH2:34][CH3:35])[CH2:36][CH2:37][CH2:38][CH3:39].[N:15]([C:16]([CH3:17])([CH3:18])[C:19]#[N:20])=[N:21][C:22]([CH3:23])([CH3:24])[C:25]#[N:26]>>[CH:1](=[CH:2][CH2:3][Sn:31]([CH2:27][CH2:28][CH2:29][CH3:30])([CH2:32][CH2:33][CH2:34][CH3:35])[CH2:36][CH2:37][CH2:38][CH3:39])[C:4]1([O:10][Si:11]([CH3:12])([CH3:13])[CH3:14])[CH2:5][CH2:6][CH2:7][CH2:8][CH2:9]1.